Dataset: the Open Reaction Database (ORD), a public repository of structured organic reaction records. Task: describe an organic reaction: reactants, conditions, products, and yield The reactants are O=C(O)c1cccnc1, O=C(Cl)C(=O)Cl, ClCCl, Cl, CN(C)C=O. Yields the product O=C(O)c1cccnc1, [Cl-], Cl. RXN SMILES: [C:2]([c:3]1[cH:4][n:5][cH:6][cH:7][cH:8]1)(=[O:9])[OH:10].[Cl:11][C:12]([C:13]([Cl:14])=[O:15])=[O:16].[Cl:22][CH2:23][Cl:24].[ClH:1].[O:17]=[CH:18][N:19]([CH3:20])[CH3:21]>>[C:2]([c:3]1[cH:4][n:5][cH:6][cH:7][cH:8]1)(=[O:9])[OH:10].[Cl-:1].[ClH:11]. Starting materials: S(=O)(Cl)Cl (Thionyl chloride), OC(C(C)C)C=1C=CC2=C(CCO2)C1 (2,3-dihydro-5-(1-hydroxy-2-methyl-1-propyl)benzofuran), O (water). The solvent is ClCCl (dichloromethane). Yields the product ClC(C(C)C)C=1C=CC2=C(CCO2)C1 (5-(1-chloro-2-methyl-1-propyl)-2,3-dihydrobenzofuran). RXN SMILES: S(Cl)([Cl:3])=O.O[CH:6]([C:10]1[CH:11]=[CH:12][C:13]2[O:17][CH2:16][CH2:15][C:14]=2[CH:18]=1)[CH:7]([CH3:9])[CH3:8].O>ClCCl>[Cl:3][CH:6]([C:10]1[CH:11]=[CH:12][C:13]2[O:17][CH2:16][CH2:15][C:14]=2[CH:18]=1)[CH:7]([CH3:9])[CH3:8]. Procedure details: Thionyl chloride (2.02 cm3, 0.265 mol) was added dropwise to a stirred solution of 2,3-dihydro-5-(1-hydroxy-2-methyl-1-propyl)benzofuran (5.10 g, 0.0265 mol) pyridine (2.16 cm3, 0.0265 mol) in dichloromethane (45 cm3) at 0°-5° C., and the mixture was heated to reflux for 3 hr. The mixture was poured into water and separated. The organic layer was washed with hydrochloric acid (2 N, 20 cm3), water, dried (Na2SO4), filtered and the solvent was removed. The residue was subjected to column chromatog... Reactants: [CH-]1C=CC=C1.[CH-]1C=CC=C1.[Zr+2] (zirconocene), C[Li] (methyl lithium), resultant solution. Solvent: C(C)OCC (diethyl ether). Yields the product [CH3-].[CH3-].[CH-]1C=CC=C1.[CH-]1C=CC=C1.[Zr+4] (zirconocene dimethyl). As a reaction SMILES: [CH-:1]1[CH:5]=[CH:4][CH:3]=[CH:2]1.[CH-:6]1[CH:10]=[CH:9][CH:8]=[CH:7]1.[Zr+2:11].C[Li]>C(OCC)C>[CH3-:1].[CH3-:6].[CH-:1]1[CH:5]=[CH:4][CH:3]=[CH:2]1.[CH-:6]1[CH:10]=[CH:9][CH:8]=[CH:7]1.[Zr+4:11] |f:0.1.2,5.6.7.8.9|. Procedure: 60 ml of dried diethyl ether and 5.34 g of zirconocene dichlol were mixed together at a temperature of -20° C. in an argon atmosphere, and then 1.5M of methyl lithium was added little by little to the resultant solution over 70 minutes with stirring. After further stirring the mixture for 30 minutes at a temperature of 0° C., the diethyl ether was removed thereby obtaining a white solid which was then sublimated to obtain zirconocene dimethyl. Starting materials: C(C1=CC=CC=C1)(=O)NC(=S)NC1=C(C(=O)N)C=C(C=C1)C (2-[[(benzoylamino)thioxomethyl]amino]-5-methylbenzamide), N (ammonia), OO (hydrogen peroxide). Run in CO (methanol). Run at time 8 hour. The product is CC=1C=C2C(N=C(NC2=CC1)NC(C1=CC=CC=C1)=O)=O (N-(1,4-Dihydro-6-methyl-4-oxo-2-quinazolinyl)benzamide). The yield is 22.4%. As a reaction SMILES: [C:1]([NH:9][C:10]([NH:12][C:13]1[CH:21]=[CH:20][C:19]([CH3:22])=[CH:18][C:14]=1[C:15]([NH2:17])=[O:16])=S)(=[O:8])[C:2]1[CH:7]=[CH:6][CH:5]=[CH:4][CH:3]=1.N.OO>CO>[CH3:22][C:19]1[CH:18]=[C:14]2[C:13](=[CH:21][CH:20]=1)[NH:12][C:10]([NH:9][C:1](=[O:8])[C:2]1[CH:7]=[CH:6][CH:5]=[CH:4][CH:3]=1)=[N:17][C:15]2=[O:16]. Reported procedure: To a stirred mixture of 6 g of the above benzamide, 100 ml of methanolic ammonia and 200 ml of methanol was added dropwise, in increments, 20 ml of 30% hydrogen peroxide. After stirring overnight, the solid was collected, partially dissolved in 500 ml of hot acetonitrile and filtered. The filtrate was chilled, giving 1.2 g of the desired product as white crystals, mp 240°-242° C. Reactants: C1CCCCC1, Cc1nc(Cl)cc(-c2ccc(F)cc2)n1, [H-], OCCCCCN1CCCCC1, [Na+]. Product: Cc1nc(OCCCCCN2CCCCC2)cc(-c2ccc(F)cc2)n1. RXN SMILES: [CH2:30]1[CH2:31][CH2:32][CH2:33][CH2:34][CH2:35]1.[Cl:1][c:2]1[n:3][c:4]([CH3:15])[n:5][c:6](-[c:8]2[cH:9][cH:10][c:11]([F:14])[cH:12][cH:13]2)[cH:7]1.[H-:16].[N:18]1([CH2:24][CH2:25][CH2:26][CH2:27][CH2:28][OH:29])[CH2:19][CH2:20][CH2:21][CH2:22][CH2:23]1.[Na+:17]>>[c:2]1([O:29][CH2:28][CH2:27][CH2:26][CH2:25][CH2:24][N:18]2[CH2:19][CH2:20][CH2:21][CH2:22][CH2:23]2)[n:3][c:4]([CH3:15])[n:5][c:6](-[c:8]2[cH:9][cH:10][c:11]([F:14])[cH:12][cH:13]2)[cH:7]1. Reported procedure: To a mixture of 15.3 g of 3-chloroperbenzoic acid in 270 ml of absolute methylene chloride are added 14.2 g of 2-allyloxyphenylsulfonamide over 2 minutes. The solution is then heated to reflux for 3 hours, cooled, and then washed three times with saturated sodium carbonate solution and once with water. The organic phase is dried and concentrated, affording 11.9 g of 2-oxiranylmethoxyphenylsulfonamide with a melting point of 132°-133° C. Solvent: C(Cl)Cl (methylene chloride). Product: O1C(C1)COC1=C(C=CC=C1)S(=O)(=O)N (2-oxiranylmethoxyphenylsulfonamide). Reactants: ClC1=CC(=CC=C1)C(=O)OO (3-chloroperbenzoic acid), C(C=C)OC1=C(C=CC=C1)S(=O)(=O)N (2-allyloxyphenylsulfonamide). The yield is 78.0%. RXN SMILES: ClC1C=CC=C(C(OO)=[O:9])C=1.[CH2:12]([O:15][C:16]1[CH:21]=[CH:20][CH:19]=[CH:18][C:17]=1[S:22]([NH2:25])(=[O:24])=[O:23])[CH:13]=[CH2:14]>C(Cl)Cl>[O:9]1[CH2:14][CH:13]1[CH2:12][O:15][C:16]1[CH:21]=[CH:20][CH:19]=[CH:18][C:17]=1[S:22]([NH2:25])(=[O:23])=[O:24]. Reactants: FC1(CCC(CC1)=CC=1C([C@@H]2CC[C@]3([C@@]4(CC[C@@]5([C@@H]([C@H]4CC[C@@H]3[C@]2(CC1)C)[C@@H](CC5)C(=C)C)NCCN5CCC(CC5)S(=O)(=O)C)C)C)(C)C)C(=O)O (1-fluoro-4-(((1R,3aS,5aR,5bR,7aR,11aS,11bR,13aR,13bR)-5a,5b,8,8,11a-pentamethyl-3a-((2-(4-(methylsulfonyl)piperidin-1-yl)ethyl)amino)-1-(prop-1-en-2-yl)-2,3,3a,4,5,5a,5b,6,7,7a,8,11,11a,11b,12,13,13a,13b-octadecahydro-1H-cyclopenta[a]chrysen-9-yl)methylene)cyclohexanecarboxylic acid), C[C@]12CC[C@@]3([C@@H]([C@H]2CC[C@@H]2[C@]4(CC=C(C([C@@H]4CC[C@@]12C)(C)C)C=CC=CC(=O)OC)C)[C@@H](CC3)C(=C)C)NCCN3CCC(CC3)S(=O)(=O)C (methyl 5-((1R,3aS,5aR,5bR,7aR,11aS,11bR,13aR,13bR)-5a,5b,8,8,11a-pentamethyl-3a-((2-(4-(methylsulfonyl)piperidin-1-yl)ethyl)amino)-1-(prop-1-en-2-yl)-2,3,3a,4,5,5a,5b,6,7,7a,8,11,11a,11b,12,13,13a,13b-octadecahydro-1H-cyclopenta[a]chrysen-9-yl)penta-2,4-dienoate). Yields the product C[C@]12CC[C@@]3([C@@H]([C@H]2CC[C@@H]2[C@]4(CC=C(C([C@@H]4CC[C@@]12C)(C)C)C=CC=CC(=O)O)C)[C@@H](CC3)C(=C)C)NCCN3CCC(CC3)S(=O)(=O)C (5-((1R,3aS,5aR,5bR,7aR,11aS,11bR,13aR,13bR)-5a,5b,8,8,11a-pentamethyl-3a-((2-(4-(methylsulfonyl)piperidin-1-yl)ethyl)amino)-1-(prop-1-en-2-yl)-2,3,3a,4,5,5a,5b,6,7,7a,8,11,11a,11b,12,13,13a,13b-octadecahydro-1H-cyclopenta[a]chrysen-9-yl)penta-2,4-dienoic acid). As a reaction SMILES: FC1(C(O)=O)CCC(=CC2C(C)(C)[C@H]3[C@](C)(CC=2)[C@@H]2[C@](C)([C@@]4(C)[C@H](CC2)[C@H]2[C@H](C(C)=C)CC[C@]2(NCCN2CCC(S(C)(=O)=O)CC2)CC4)CC3)CC1.[CH3:54][C@:55]12[C@@:72]3([CH3:73])[C@@H:63]([C@:64]4([CH3:84])[C@@H:69]([CH2:70][CH2:71]3)[C:68]([CH3:75])([CH3:74])[C:67]([CH:76]=[CH:77][CH:78]=[CH:79][C:80]([O:82]C)=[O:81])=[CH:66][CH2:65]4)[CH2:62][CH2:61][C@@H:60]1[C@H:59]1[C@H:85]([C:88]([CH3:90])=[CH2:89])[CH2:86][CH2:87][C@:58]1([NH:91][CH2:92][CH2:93][N:94]1[CH2:99][CH2:98][CH:97]([S:100]([CH3:103])(=[O:102])=[O:101])[CH2:96][CH2:95]1)[CH2:57][CH2:56]2>>[CH3:54][C@:55]12[C@@:72]3([CH3:73])[C@@H:63]([C@:64]4([CH3:84])[C@@H:69]([CH2:70][CH2:71]3)[C:68]([CH3:74])([CH3:75])[C:67]([CH:76]=[CH:77][CH:78]=[CH:79][C:80]([OH:82])=[O:81])=[CH:66][CH2:65]4)[CH2:62][CH2:61][C@@H:60]1[C@H:59]1[C@H:85]([C:88]([CH3:90])=[CH2:89])[CH2:86][CH2:87][C@:58]1([NH:91][CH2:92][CH2:93][N:94]1[CH2:95][CH2:96][CH:97]([S:100]([CH3:103])(=[O:101])=[O:102])[CH2:98][CH2:99]1)[CH2:57][CH2:56]2. Reported procedure: 5-((1R,3aS,5aR,5bR,7aR,11aS,11bR,13aR,13bR)-5a,5b,8,8,11a-pentamethyl-3a-((2-(4-(methylsulfonyl)piperidin-1-yl)ethyl)amino)-1-(prop-1-en-2-yl)-2,3,3a,4,5,5a,5b,6,7,7a,8,11,11a,11b,12,13,13a,13b-octadecahydro-1H-cyclopenta[a]chrysen-9-yl)penta-2,4-dienoic acid was prepared was prepared following the procedure described in step 2 of the preparation of 1-fluoro-4-(((1R,3aS,5aR,5bR,7aR,11aS,11bR,13aR,13bR)-5a,5b,8,8,11a-pentamethyl-3a-((2-(4-(methylsulfonyl)piperidin-1-yl)ethyl)amino)-1-(prop-1-en-2... Starting materials: BrC=1N=C(C(=NC1CC)N[C@H]1[C@H](CC2=CC=CC=C12)O)CC ((1R,2S)-1-[(5-bromo-3,6-diethylpyrazin-2-yl)amino]-2,3-dihydro-1H-inden-2-ol), ClC1=C(C=CC(=C1)Cl)B(O)O (2,4-dichlorophenyl boronic acid), bistriphenylphosphinepalladium(II)chloride. The solvent is C1=CC=CC=C1 (benzene), C([O-])([O-])=O.[Na+].[Na+] (sodium carbonate). Reaction conditions: temperature 80 celsius, time 16 hour. Yields the product ClC1=C(C=CC(=C1)Cl)C=1N=C(C(=NC1CC)N[C@H]1[C@H](CC2=CC=CC=C12)O)CC ((1R,2S)-1-{[5-(2,4-dichlorophenyl)-3,6-diethylpyrazin-2-yl]amino}-2,3-dihydro-1H-inden-2-ol). Isolated yield 133.7%. As a reaction SMILES: Br[C:2]1[N:3]=[C:4]([CH2:21][CH3:22])[C:5]([NH:10][C@@H:11]2[C:19]3[C:14](=[CH:15][CH:16]=[CH:17][CH:18]=3)[CH2:13][C@@H:12]2[OH:20])=[N:6][C:7]=1[CH2:8][CH3:9].[Cl:23][C:24]1[CH:29]=[C:28]([Cl:30])[CH:27]=[CH:26][C:25]=1B(O)O>C1C=CC=CC=1.C(=O)([O-])[O-].[Na+].[Na+]>[Cl:23][C:24]1[CH:29]=[C:28]([Cl:30])[CH:27]=[CH:26][C:25]=1[C:2]1[N:3]=[C:4]([CH2:21][CH3:22])[C:5]([NH:10][C@@H:11]2[C:19]3[C:14](=[CH:15][CH:16]=[CH:17][CH:18]=3)[CH2:13][C@@H:12]2[OH:20])=[N:6][C:7]=1[CH2:8][CH3:9] |f:3.4.5|. Procedure details: A solution of (1R,2S)-1-[(5-bromo-3,6-diethylpyrazin-2-yl)amino]-2,3-dihydro-1H-inden-2-ol (1.48 g, 4.12 mmol) and 2,4-dichlorophenyl boronic acid (858 mg, 4.5 mmol) in benzene (41 mL) and 2M sodium carbonate (7 mL) was purged with nitrogen and treated with a single portion of bistriphenylphosphinepalladium(II)chloride (287 mg, 0.41 mmol). The resulting golden 2-phase solution was heated to 80° C. gradually darkening in color. After 16 hours, the reaction was cooled to room temperature, transfer...